From a dataset of the Open Reaction Database (ORD), a public repository of structured organic reaction records. describe an organic reaction: reactants, conditions, products, and yield The reactants are CN(C)Cc1ccnc(CSCCN)c1, CCO, CCCCn1ccc(Cc2cnc(N[N+](=O)[O-])[nH]c2=O)cc1=O, c1ccncc1. Yields the product CCCCn1ccc(Cc2cnc(NCCSCc3cc(CN(C)C)ccn3)[nH]c2=O)cc1=O. RXN SMILES: [CH3:1][N:2]([CH3:3])[CH2:4][c:5]1[cH:6][c:7]([CH2:11][S:12][CH2:13][CH2:14][NH2:15])[n:8][cH:9][cH:10]1.[CH3:45][CH2:46][OH:47].[N+:16]([NH:17][c:20]1[n:21][cH:22][c:23]([CH2:27][c:28]2[cH:29][c:30](=[O:38])[n:31]([CH2:34][CH2:35][CH2:36][CH3:37])[cH:32][cH:33]2)[c:24](=[O:26])[nH:25]1)([O-:18])=[O:19].[cH:39]1[cH:40][cH:41][n:42][cH:43][cH:44]1>>[CH3:1][N:2]([CH3:3])[CH2:4][c:5]1[cH:6][c:7]([CH2:11][S:12][CH2:13][CH2:14][NH:15][c:20]2[n:21][cH:22][c:23]([CH2:27][c:28]3[cH:29][c:30](=[O:38])[n:31]([CH2:34][CH2:35][CH2:36][CH3:37])[cH:32][cH:33]3)[c:24](=[O:26])[nH:25]2)[n:8][cH:9][cH:10]1. The reactants are O=C([O-])[O-], CN(C)C=O, CN(C)CCCl, Cl, [K+], [K+], [Na+], [Na+], O=C([O-])[O-], COC(=O)c1ccc(-c2ccc[nH]c2=O)cc1. Product: COC(=O)c1ccc(-c2cccn(CCN(C)C)c2=O)cc1. RXN SMILES: [C:31](=[O:32])([O-:33])[O-:34].[CH3:37][N:38]([CH3:39])[CH:40]=[O:41].[Cl:25][CH2:26][CH2:27][N:28]([CH3:29])[CH3:30].[ClH:24].[K+:35].[K+:36].[Na+:18].[Na+:19].[O-:20][C:21](=[O:22])[O-:23].[O:1]=[c:2]1[nH:3][cH:4][cH:5][cH:6][c:7]1-[c:8]1[cH:9][cH:10][c:11]([C:12](=[O:13])[O:14][CH3:15])[cH:16][cH:17]1>>[O:1]=[c:2]1[n:3]([CH2:26][CH2:27][N:28]([CH3:29])[CH3:30])[cH:4][cH:5][cH:6][c:7]1-[c:8]1[cH:9][cH:10][c:11]([C:12](=[O:13])[O:14][CH3:15])[cH:16][cH:17]1. Reactants: C(#N)C12CCN(CC1)CC2 (4-Cyanoquinuclidine), O.C1(=CC=C(C=C1)S(=O)(=O)O)C (p-toluenesulfonic acid monohydrate). The solvent is C(C)O (ethanol), C(C)O (ethanol). Reaction conditions: temperature 40 celsius, time 1 hour. Yields the product C1(=CC=C(C=C1)S(=O)(=O)O)C.C(#N)C12CCN(CC1)CC2 (4-cyanoquinuclidine p-toluenesulfonate). Yield: 95.0%. As a reaction SMILES: [C:1]([C:3]12[CH2:10][CH2:9][N:6]([CH2:7][CH2:8]1)[CH2:5][CH2:4]2)#[N:2].O.[C:12]1([CH3:22])[CH:17]=[CH:16][C:15]([S:18]([OH:21])(=[O:20])=[O:19])=[CH:14][CH:13]=1>C(O)C>[C:12]1([CH3:22])[CH:13]=[CH:14][C:15]([S:18]([OH:21])(=[O:19])=[O:20])=[CH:16][CH:17]=1.[C:1]([C:3]12[CH2:10][CH2:9][N:6]([CH2:7][CH2:8]1)[CH2:5][CH2:4]2)#[N:2] |f:1.2,4.5|. Procedure details: 4-Cyanoquinuclidine (85.0 g) was suspended in ethanol (200 ml), followed by an addition of a solution of p-toluenesulfonic acid monohydrate (119 g) in ethanol (350 ml). The resulting mixture was then stirred at 40° C. for 1 hour. The reaction mixture was cooled with ice and the precipitated crystals were collected by filtration. They were then washed with ethanol and diethylether to obtain 182.9 g of 4-cyanoquinuclidine p-toluenesulfonate as colorless crystals (yield: 95%). Starting materials: Cl (HCl), ClC1=CC=C(C=C1)CC(C(=O)N1CCN(CC1)C=1C2=C(N=CN1)CS(C2C)=O)NC([O-])=O (3-(4-chlorophenyl)-1-(4-(5-methyl-6-oxido-5,7-dihydrothieno[3,4-d]pyrimidin-4-yl)piperazin-1-yl)-1-oxopropan-2-ylcarbamate). Run in C(Cl)Cl (DCM), CO (MeOH). Reaction conditions: time 6 hour. The product is N[C@@H](C(=O)N1CCN(CC1)C=1C2=C(N=CN1)CS(C2C)=O)CC2=CC=C(C=C2)Cl ((2R)-2-amino-3-(4-chlorophenyl)-1-(4-(5-methyl-6-oxido-5,7-dihydrothieno[3,4-d]pyrimidin-4-yl)piperazin-1-yl)propan-1-one), di-hydrochloride. As a reaction SMILES: Cl.[Cl:2][C:3]1[CH:8]=[CH:7][C:6]([CH2:9][CH:10]([NH:30]C(=O)[O-])[C:11]([N:13]2[CH2:18][CH2:17][N:16]([C:19]3[C:20]4[CH:27]([CH3:28])[S:26](=[O:29])[CH2:25][C:21]=4[N:22]=[CH:23][N:24]=3)[CH2:15][CH2:14]2)=[O:12])=[CH:5][CH:4]=1>C(Cl)Cl.CO>[NH2:30][C@H:10]([CH2:9][C:6]1[CH:5]=[CH:4][C:3]([Cl:2])=[CH:8][CH:7]=1)[C:11]([N:13]1[CH2:14][CH2:15][N:16]([C:19]2[C:20]3[CH:27]([CH3:28])[S:26](=[O:29])[CH2:25][C:21]=3[N:22]=[CH:23][N:24]=2)[CH2:17][CH2:18]1)=[O:12]. Procedure details: HCl (4M, 1 mL) was added to a solution of 3-(4-chlorophenyl)-1-(4-(5-methyl-6-oxido-5,7-dihydrothieno[3,4-d]pyrimidin-4-yl)piperazin-1-yl)-1-oxopropan-2-ylcarbamate (0.050 g, 0.091 mmol) in DCM (4 mL) and MeOH (1 mL). The mixture was stirred at room temperature for 6 hours. The solvent was removed to afford (2R)-2-amino-3-(4-chlorophenyl)-1-(4-(5-methyl-6-oxido-5,7-dihydrothieno[3,4-d]pyrimidin-4-yl)piperazin-1-yl)propan-1-one as the di-hydrochloride salt (0.40 g). LCMS: 450.1 [M+H+] (APCI+). Reactants: Cl.Cl.N1(C=NC=C1)C1=CC=C(N)C=C1 (4-(imidazol-1-yl)aniline dihydrochloride), N(=O)[O-].[Na+] (sodium nitrite). Solvent: Cl (hydrochloric acid), O (water). Run at temperature -15 celsius, time 20 minute. Yields the product Cl.Cl.N1(C=NC=C1)C1=CC=C(C=C1)NN (4-(Imidazol-1-yl)phenylhydrazine. Dihydrochloride). Isolated yield 567.9%. As a reaction SMILES: [ClH:1].Cl.[N:3]1([C:8]2[CH:14]=[CH:13][C:11]([NH2:12])=[CH:10][CH:9]=2)[CH:7]=[CH:6][N:5]=[CH:4]1.[N:15]([O-])=O.[Na+]>Cl.O>[ClH:1].[ClH:1].[N:3]1([C:8]2[CH:14]=[CH:13][C:11]([NH:12][NH2:15])=[CH:10][CH:9]=2)[CH:7]=[CH:6][N:5]=[CH:4]1 |f:0.1.2,3.4,7.8.9|. Procedure: To a cooled (-15° C.) and stirred suspension of 4-(imidazol-1-yl)aniline dihydrochloride (20 g, 86.16 mmol) in concentrated hydrochloric acid (100 ml) was added dropwise, over 1 hour, a solution of sodium nitrite (6.25 g, 9.05 mmol) in water (40 ml). After a further 10 minutes of stirring at -12° C., the mixture was quickly filtered to remove a solid, and the filtrate was added portionwise to a cooled (-20° C.) and stirred solution of tin (II) chloride dihydrate (100 g) in concentrated hydrochlo...